Dataset: the Open Reaction Database (ORD), a public repository of structured organic reaction records. Task: describe an organic reaction: reactants, conditions, products, and yield Run at time 12 hour. Procedure details: Add palladium hydroxide (3.1 g, 22 mmol) to a solution of trans-1-benzyl-4-(3-bromo-phenyl)-pyrrolidine-3-carboxylic acid methyl ester (15 g, 40 mmol) in MeOH (200 mL). Place the mixture under an atmosphere of hydrogen and stir at room temperature for 12 h. Filter the reaction mixture through a pad of diatomaceous earth and concentrate under reduced pressure to provide 11 g (97%) of trans-4-(3-bromo-phenyl)-pyrrolidine-3-carboxylic acid methyl ester. Starting materials: COC(=O)[C@@H]1CN(C[C@H]1C1=CC(=CC=C1)Br)CC1=CC=CC=C1 (trans-1-benzyl-4-(3-bromo-phenyl)-pyrrolidine-3-carboxylic acid methyl ester). Reaction SMILES: [CH3:1][O:2][C:3]([C@H:5]1[C@H:9]([C:10]2[CH:15]=[CH:14][CH:13]=[C:12]([Br:16])[CH:11]=2)[CH2:8][N:7](CC2C=CC=CC=2)[CH2:6]1)=[O:4]>CO.[OH-].[Pd+2].[OH-]>[CH3:1][O:2][C:3]([C@H:5]1[C@H:9]([C:10]2[CH:15]=[CH:14][CH:13]=[C:12]([Br:16])[CH:11]=2)[CH2:8][NH:7][CH2:6]1)=[O:4] |f:2.3.4|. Solvent: CO (MeOH). The product is COC(=O)[C@@H]1CNC[C@H]1C1=CC(=CC=C1)Br (trans-4-(3-bromo-phenyl)-pyrrolidine-3-carboxylic acid methyl ester). Isolated yield 96.8%. The reagents and catalysts are [OH-].[Pd+2].[OH-] (palladium hydroxide). Reactants: [Na] (sodium), BrC(C(=O)OCC)C (ethyl 2-bromopropionate), CO (methanol), OC1=NN(C=N1)C1=CC=C(C=C1)C (3-hydroxy-1-(4-methylphenyl)-1,2,4-1H-triazole). Solvent: CS(=O)C (dimethylsulfoxide). The product is C(C)OC(=O)C(C)OC1=NN(C=N1)C1=CC=C(C=C1)C (3-(1-ethoxycarbonylethoxy)-1-(4-methylphenyl)-1,2,4-1H-triazole). The yield is 28.7%. Reaction SMILES: [Na].CO.[OH:4][C:5]1[N:9]=[CH:8][N:7]([C:10]2[CH:15]=[CH:14][C:13]([CH3:16])=[CH:12][CH:11]=2)[N:6]=1.Br[CH:18]([CH3:24])[C:19]([O:21][CH2:22][CH3:23])=[O:20]>CS(C)=O>[CH2:22]([O:21][C:19]([CH:18]([O:4][C:5]1[N:9]=[CH:8][N:7]([C:10]2[CH:15]=[CH:14][C:13]([CH3:16])=[CH:12][CH:11]=2)[N:6]=1)[CH3:24])=[O:20])[CH3:23] |^1:0|. Procedure details: The process was carried out as described in Example 8, starting with 1.1 g of sodium, 20 ml of methanol, 150 ml of dimethylsulfoxide, 8.5 g of 3-hydroxy-1-(4-methylphenyl)-1,2,4-1H-triazole and 8.7 g of ethyl 2-bromopropionate. A yield of 3.8 g of the desired product, m.p. 69°-71°, was obtained. Starting materials: CC(=O)O[BH-](OC(C)=O)OC(C)=O, O=C([O-])O, COc1ccc2c(C)cc(=O)n(CC=O)c2c1, CC(=O)O, ClC(Cl)Cl, ClCCl, O=S(=O)(NC1CCNCC1)c1ccc2c(c1)OCCO2, [Na+], [Na+], O. The product is COc1ccc2c(C)cc(=O)n(CCN3CCC(NS(=O)(=O)c4ccc5c(c4)OCCO5)CC3)c2c1. RXN SMILES: [C:38]([O:39][BH-:40]([O:41][C:42](=[O:43])[CH3:44])[O:45][C:46](=[O:47])[CH3:48])(=[O:49])[CH3:50].[C:52](=[O:53])([O-:54])[OH:55].[CH3:1][O:2][c:3]1[cH:4][cH:5][c:6]2[c:7]([CH3:17])[cH:8][c:9](=[O:16])[n:10]([CH2:13][CH:14]=[O:15])[c:11]2[cH:12]1.[CH3:62][C:63](=[O:64])[OH:65].[CH:58]([Cl:59])([Cl:60])[Cl:61].[Cl:66][CH2:67][Cl:68].[NH:18]1[CH2:19][CH2:20][CH:21]([NH:24][S:25](=[O:26])(=[O:27])[c:28]2[cH:29][c:30]3[c:31]([cH:36][cH:37]2)[O:32][CH2:33][CH2:34][O:35]3)[CH2:22][CH2:23]1.[Na+:51].[Na+:56].[OH2:57]>>[CH3:1][O:2][c:3]1[cH:4][cH:5][c:6]2[c:7]([CH3:17])[cH:8][c:9](=[O:16])[n:10]([CH2:13][CH2:14][N:18]3[CH2:19][CH2:20][CH:21]([NH:24][S:25](=[O:26])(=[O:27])[c:28]4[cH:29][c:30]5[c:31]([cH:36][cH:37]4)[O:32][CH2:33][CH2:34][O:35]5)[CH2:22][CH2:23]3)[c:11]2[cH:12]1. Starting materials: [Br-].C(C1=CC=CC=C1)(=O)NC1=CC=C(C=C1)OC(CCCC[P+](C1=CC=CC=C1)(C1=CC=CC=C1)C1=CC=CC=C1)=O (5-triphenylphosphoniopentanoic acid p-benzoylaminophenyl ester bromide), CS(=O)C (DMSO), suspension, C(=O)=O (dry ice), O (water), CS(=O)C (DMSO), CS(=O)C (DMSO), [H-].[Na+] (NaH), 2-oxa-3,7-dihydroxy-6-(2-hydroxy-2-methyl-heptylmercapto)-bicyclo[3.3.0]octane. Solvent: C(C)(=O)OCC (ethyl acetate). Conditions: temperature 80 celsius. Yields the product C(C1=CC=CC=C1)(=O)NC1=CC=C(C=C1)OC(CCCC=CC[C@H]1C(CC([C@@H]1SCC(CCCCC)(C)O)O)O)=O (9,11,15-trihydroxy-15-methyl-13-thia-5-prostenoic acid p-benzoylaminophenyl ester). As a reaction SMILES: [Br-].[C:2]([NH:10][C:11]1[CH:16]=[CH:15][C:14]([O:17][C:18](=[O:42])[CH2:19][CH2:20][CH2:21][CH2:22][P+](C2C=CC=CC=2)(C2C=CC=CC=2)C2C=CC=CC=2)=[CH:13][CH:12]=1)(=[O:9])[C:3]1[CH:8]=[CH:7][CH:6]=[CH:5][CH:4]=1.[CH3:43][S:44]([CH3:46])=O.[H-].[Na+].[C:49](=[O:51])=O.[OH2:52]>C(OCC)(=O)C>[C:2]([NH:10][C:11]1[CH:12]=[CH:13][C:14]([O:17][C:18](=[O:42])[CH2:19][CH2:20][CH2:21][CH:22]=[CH:16][CH2:11][C@@H:12]2[C@@H:43]([S:44][CH2:46][C:3]([OH:52])([CH3:2])[CH2:4][CH2:5][CH2:6][CH2:7][CH3:8])[CH:14]([OH:17])[CH2:13][CH:49]2[OH:51])=[CH:15][CH:16]=1)(=[O:9])[C:3]1[CH:4]=[CH:5][CH:6]=[CH:7][CH:8]=1 |f:0.1,3.4|. Reported procedure: Under nitrogen a solution of 5.6 g. of 5-triphenylphosphoniopentanoic acid p-benzoylaminophenyl ester bromide, dissolved in 15 ml. of dry DMSO was dropped into a stirred solution which had been obtained by the addition of 0.75 g. of NaH (as a 50% suspension in mineral oil) to 10 ml. of dry DMSO. The mixture was maintained for 1 hour at 80° C. After cooling to room temperature, there was added dropwise, under nitrogen and with stirring, 3 g. of 2-oxa-3,7-dihydroxy-6-(2-hydroxy-2-methyl-heptylmerc... The reactants are C(C)(C)(C)OC(=O)N1CC2CNCC2C1 (Hexahydro-pyrrolo[3,4-c]pyrrole-2-carboxylic acid tert-butyl ester), CN(C)C=O (DMF), ClC1=NC(=CC(=N1)C)C (2-chloro-4,6-dimethyl-pyrimidine), C(=O)([O-])[O-].[Cs+].[Cs+] (Cs2CO3). The solvent is CCOC(=O)C (EtOAc), O (water). Reaction conditions: temperature 100 celsius. The product is C(C)(C)(C)OC(=O)N1CC2CN(CC2C1)C1=NC(=CC(=N1)C)C (5-(4,6-Dimethyl-pyrimidin-2-yl)-hexahydro-pyrrolo[3,4-c]pyrrole-2-carboxylic acid tert-butyl ester). The yield is 71.2%. RXN SMILES: [C:1]([O:5][C:6]([N:8]1[CH2:15][CH:14]2[CH:10]([CH2:11][NH:12][CH2:13]2)[CH2:9]1)=[O:7])([CH3:4])([CH3:3])[CH3:2].Cl[C:17]1[N:22]=[C:21]([CH3:23])[CH:20]=[C:19]([CH3:24])[N:18]=1.C([O-])([O-])=O.[Cs+].[Cs+].CN(C=O)C>CCOC(C)=O.O>[C:1]([O:5][C:6]([N:8]1[CH2:9][CH:10]2[CH:14]([CH2:13][N:12]([C:17]3[N:22]=[C:21]([CH3:23])[CH:20]=[C:19]([CH3:24])[N:18]=3)[CH2:11]2)[CH2:15]1)=[O:7])([CH3:4])([CH3:2])[CH3:3] |f:2.3.4|. Procedure: Hexahydro-pyrrolo[3,4-c]pyrrole-2-carboxylic acid tert-butyl ester (1.20 g, 5.6 mmol), 2-chloro-4,6-dimethyl-pyrimidine (1.03 g, 7.2 mmol), Cs2CO3 (2.12 g, 6.5 mmol) and DMF (15 mL) were combined and heated to 100° C. for 24 hours. The reaction was then allowed to cool and water and EtOAc were added. The products were extracted into EtOAc, dried over Na2SO4, and concentrated. The resulting crude mixture was purified by flash column chromatography (EA/hex) to give the title compound (1.27 g, 71%)... Reactants: FC(C(CC(C)=O)=O)(F)F (1,1,1-trifluoro-2,4-pentanedione), ClC1=CC=C(OCCCC2=NNC(=N2)N)C=C1 (3-[3-(4-chlorophenoxy)propyl]-1H-1,2,4-triazol-5-amine), ice water. Solvent: C(C)(=O)O (acetic acid). Conditions: temperature 135 celsius, time 15 hour. The product is ClC1=CC=C(OCCCC2=NN3C(N=C(C=C3C(F)(F)F)C)=N2)C=C1 (2-[3-(4-chlorophenoxy)propyl]-5-methyl-7-(trifluoromethyl)[1,2,4]triazolo[1,5-a]pyrimidine). Isolated yield 41.8%. RXN SMILES: [F:1][C:2]([F:10])([F:9])[C:3](=O)[CH2:4][C:5](=O)[CH3:6].[Cl:11][C:12]1[CH:27]=[CH:26][C:15]([O:16][CH2:17][CH2:18][CH2:19][C:20]2[N:24]=[C:23]([NH2:25])[NH:22][N:21]=2)=[CH:14][CH:13]=1>C(O)(=O)C>[Cl:11][C:12]1[CH:13]=[CH:14][C:15]([O:16][CH2:17][CH2:18][CH2:19][C:20]2[N:24]=[C:23]3[N:25]=[C:5]([CH3:6])[CH:4]=[C:3]([C:2]([F:10])([F:9])[F:1])[N:22]3[N:21]=2)=[CH:26][CH:27]=1. Procedure details: A mixture of 1,1,1-trifluoro-2,4-pentanedione (91 mg, 0.594 mmol), 3-[3-(4-chlorophenoxy)propyl]-1H-1,2,4-triazol-5-amine (150 mg, 0.594 mmol), and glacial acetic acid (2.0 mL) was added to a 50 mL RBF with a magnetic stirring bar. The flask was fitted with a condenser, and warmed in an oil bath to a gentle reflux at 135° C. Progress of the reaction was monitored by analytical HPLC with UV detection at 215 nm. The starting material elutes with retention time of 5.1 min, and the product elutes wi...